Dataset: the Open Reaction Database (ORD), a public repository of structured organic reaction records. Task: describe an organic reaction: reactants, conditions, products, and yield Reactants: C(C1=CC=CC=C1)N1C[C@H]([C@@H](C1)O)O ((3R,4R)-1-benzylpyrrolidine-3,4-diol), CS(=O)(=O)OCCCCCCCCCC\C=C/CCCCCCCC ((Z)-icos-11-enyl methanesulfonate). Yields the product C(C1=CC=CC=C1)N1C[C@H]([C@@H](C1)OCCCCCCCCCC\C=C/CCCCCCCC)OCCCCCCCCCC\C=C/CCCCCCCC ((3R,4R)-1-Benzyl-3,4-bis((Z)-icos-11-enyloxy)pyrrolidine). Reaction SMILES: [CH2:1]([N:8]1[CH2:12][C@@H:11]([OH:13])[C@H:10]([OH:14])[CH2:9]1)[C:2]1[CH:7]=[CH:6][CH:5]=[CH:4][CH:3]=1.CS(O[CH2:20][CH2:21][CH2:22][CH2:23][CH2:24][CH2:25][CH2:26][CH2:27][CH2:28][CH2:29]/[CH:30]=[CH:31]\[CH2:32][CH2:33][CH2:34][CH2:35][CH2:36][CH2:37][CH2:38][CH3:39])(=O)=O>>[CH2:1]([N:8]1[CH2:12][C@@H:11]([O:13][CH2:20][CH2:21][CH2:22][CH2:23][CH2:24][CH2:25][CH2:26][CH2:27][CH2:28][CH2:29]/[CH:30]=[CH:31]\[CH2:32][CH2:33][CH2:34][CH2:35][CH2:36][CH2:37][CH2:38][CH3:39])[C@H:10]([O:14][CH2:39][CH2:38][CH2:37][CH2:36][CH2:35][CH2:34][CH2:33][CH2:32][CH2:31][CH2:30]/[CH:29]=[CH:28]\[CH2:27][CH2:26][CH2:25][CH2:24][CH2:23][CH2:22][CH2:21][CH3:20])[CH2:9]1)[C:2]1[CH:3]=[CH:4][CH:5]=[CH:6][CH:7]=1. Procedure: Compound VI-15 (251 mg, 62.7%) was obtained in the same manner as that in Reference Example 1, by using (3R,4R)-1-benzylpyrrolidine-3,4-diol (Diverchim S. A.; 103 mg, 0.534 mmol) and (Z)-icos-11-enyl methanesulfonate (Nu-Chek Prep, Inc; 500 mg, 1.34 mmol). Reactants: CCOC(C)=O, CN(C)C=O, Nc1ccc(Oc2cc(Nc3ccccc3)ncn2)cc1, O=C=Nc1ccccc1, O. The product is O=C(Nc1ccccc1)Nc1ccc(Oc2cc(Nc3ccccc3)ncn2)cc1. As a reaction SMILES: [CH3:31][CH2:32][O:33][C:34](=[O:35])[CH3:36].[CH3:38][N:39]([CH3:40])[CH:41]=[O:42].[NH2:1][c:2]1[cH:3][cH:4][c:5]([O:6][c:7]2[cH:8][c:9]([NH:13][c:14]3[cH:15][cH:16][cH:17][cH:18][cH:19]3)[n:10][cH:11][n:12]2)[cH:20][cH:21]1.[O:22]=[C:23]=[N:24][c:25]1[cH:26][cH:27][cH:28][cH:29][cH:30]1.[OH2:37]>>[NH:1]([c:2]1[cH:3][cH:4][c:5]([O:6][c:7]2[cH:8][c:9]([NH:13][c:14]3[cH:15][cH:16][cH:17][cH:18][cH:19]3)[n:10][cH:11][n:12]2)[cH:20][cH:21]1)[C:23](=[O:22])[NH:24][c:25]1[cH:26][cH:27][cH:28][cH:29][cH:30]1. Starting materials: C(C1=CC=CC=C1)OC(=O)N1C(C(CCC1)(C(=O)OCC)C(=O)OCC)CC1=CC=C(C=C1)OC (diethyl 1-benzyloxycarbonyl-2-(p-methoxybenzyl)-3,3-piperidinedicarboxylate), C(C1=CC=CC=C1)OC(=O)N1C(C(CCC1)(C(=O)OCC)C(=O)OCC)CC1=CC=C(C=C1)OC (diethyl 1-benzyloxycarbonyl-2-(p-methoxybenzyl)-3,3-piperidinedicarboxylate), C(C)O (ethyl alcohol), C(C)O (ethyl alcohol), [OH-].[K+] (potassium hydroxide), 86, [OH-].[K+] (potassium hydroxide), 86. Solvent: O (water), O (water). The product is C(C1=CC=CC=C1)OC(=O)N1C(C(CCC1)(C(=O)O)C(=O)OCC)CC1=CC=C(C=C1)OC (1-benzyloxycarbonyl-2-(p-methoxybenzyl)-3-carbethoxy-3-piperidinecarboxylic acid). Reaction SMILES: [CH2:1]([O:8][C:9]([N:11]1[CH2:16][CH2:15][CH2:14][C:13]([C:22]([O:24]CC)=[O:23])([C:17]([O:19][CH2:20][CH3:21])=[O:18])[CH:12]1[CH2:27][C:28]1[CH:33]=[CH:32][C:31]([O:34][CH3:35])=[CH:30][CH:29]=1)=[O:10])[C:2]1[CH:7]=[CH:6][CH:5]=[CH:4][CH:3]=1.[OH-].[K+].C(O)C>O>[CH2:1]([O:8][C:9]([N:11]1[CH2:16][CH2:15][CH2:14][C:13]([C:17]([O:19][CH2:20][CH3:21])=[O:18])([C:22]([OH:24])=[O:23])[CH:12]1[CH2:27][C:28]1[CH:33]=[CH:32][C:31]([O:34][CH3:35])=[CH:30][CH:29]=1)=[O:10])[C:2]1[CH:3]=[CH:4][CH:5]=[CH:6][CH:7]=1 |f:1.2|. Reported procedure: A mixture of 257 g. of diethyl 1-benzyloxycarbonyl-2-(p-methoxybenzyl)-3,3-piperidinedicarboxylate, 35 g. of 86 per cent potassium hydroxide, 530 ml. of ethyl alcohol, and 530 ml. of water was stirred and refluxed for 71/2 hours. The reaction mixture was concentrated under reduced pressure until only water distilled. More water was added to the reaction mixture, which was then extracted twice with diethyl ether. The ether extracts were combined, washed with water, dried, filtered, and the filtra... The reactants are F[B-](F)(F)F, COc1cc(C(=O)O)ccc1Nc1ncc2c(n1)N(C1CCCC1)CC(C)(C)C(=O)N2C, CCN(C(C)C)C(C)C, CN1CCN(N)CC1, CN(C)C=O, CN(C)C(On1nnc2ccccc21)=[N+](C)C. Product: COc1cc(C(=O)NN2CCN(C)CC2)ccc1Nc1ncc2c(n1)N(C1CCCC1)CC(C)(C)C(=O)N2C. RXN SMILES: [B-:42]([F:43])([F:44])([F:45])[F:46].[CH:1]1([N:6]2[c:7]3[c:8]([cH:17][n:18][c:19]([NH:21][c:22]4[c:23]([O:31][CH3:32])[cH:24][c:25]([C:26](=[O:27])[OH:28])[cH:29][cH:30]4)[n:20]3)[N:9]([CH3:16])[C:10](=[O:15])[C:11]([CH3:13])([CH3:14])[CH2:12]2)[CH2:2][CH2:3][CH2:4][CH2:5]1.[CH:33]([N:34]([CH2:35][CH3:36])[CH:37]([CH3:38])[CH3:39])([CH3:40])[CH3:41].[NH2:64][N:65]1[CH2:66][CH2:67][N:68]([CH3:71])[CH2:69][CH2:70]1.[O:72]=[CH:73][N:74]([CH3:75])[CH3:76].[n:47]1([O:48][C:49]([N:50]([CH3:51])[CH3:52])=[N+:53]([CH3:54])[CH3:55])[c:56]2[cH:57][cH:58][cH:59][cH:60][c:61]2[n:62][n:63]1>>[CH:1]1([N:6]2[c:7]3[c:8]([cH:17][n:18][c:19]([NH:21][c:22]4[c:23]([O:31][CH3:32])[cH:24][c:25]([C:26](=[O:28])[NH:64][N:65]5[CH2:66][CH2:67][N:68]([CH3:71])[CH2:69][CH2:70]5)[cH:29][cH:30]4)[n:20]3)[N:9]([CH3:16])[C:10](=[O:15])[C:11]([CH3:13])([CH3:14])[CH2:12]2)[CH2:2][CH2:3][CH2:4][CH2:5]1. The reactants are C(C)(C)(C)OC(=O)NC1CCN(CC1)C1=CN=CC(=N1)C1=CN(C2=CC=C(C=C12)C(=O)OC)C(=O)OC(C)(C)C (1-tert-butyl 5-methyl 3-(6-(4-(tert-butoxycarbonylamino)piperidin-1-yl)pyrazin-2-yl)-1H-indole-1,5-dicarboxylate), C(=O)(C(F)(F)F)O (TFA). The solvent is C(Cl)(Cl)Cl (chloroform). Conditions: temperature 50 celsius. The product is NC1CCN(CC1)C1=CN=CC(=N1)C1=CNC2=CC=C(C=C12)C(=O)OC (methyl 3-(6-(4-aminopiperidin-1-yl)pyrazin-2-yl)-1H-indole-5-carboxylate). The yield is 48.3%. As a reaction SMILES: C(OC([NH:8][CH:9]1[CH2:14][CH2:13][N:12]([C:15]2[N:20]=[C:19]([C:21]3[C:29]4[C:24](=[CH:25][CH:26]=[C:27]([C:30]([O:32][CH3:33])=[O:31])[CH:28]=4)[N:23](C(OC(C)(C)C)=O)[CH:22]=3)[CH:18]=[N:17][CH:16]=2)[CH2:11][CH2:10]1)=O)(C)(C)C.C(O)(C(F)(F)F)=O>C(Cl)(Cl)Cl>[NH2:8][CH:9]1[CH2:10][CH2:11][N:12]([C:15]2[N:20]=[C:19]([C:21]3[C:29]4[C:24](=[CH:25][CH:26]=[C:27]([C:30]([O:32][CH3:33])=[O:31])[CH:28]=4)[NH:23][CH:22]=3)[CH:18]=[N:17][CH:16]=2)[CH2:13][CH2:14]1. Procedure: To a mixture of 1-tert-butyl 5-methyl 3-(6-(4-(tert-butoxycarbonylamino)piperidin-1-yl)pyrazin-2-yl)-1H-indole-1,5-dicarboxylate (300 mg, 0.53 mmol) in chloroform (3.0 mL) was added TFA (3.0 mL) at 0° C. The reaction mixture was heated at 50° C. for 12 h. After removal of TFA the crude product was purified by preparative HPLC to obtain title compound (90 mg, 47%) as a brown solid. MS (ESI, pos. ion) m/z: 352.1 (M+1). Starting materials: ClC=1C=CC2=C(C(=NCC(=N2)NNC(CCl)=O)C2=CC=CC=C2)C1 (chloroacetic acid, 2-(7-chloro-5-phenyl-3H-1,4-benzodiazepin-2-yl) hydrazide), 8-chloro-1-(chloromethyl)-6-phenyl-4H-s-triazolo[3,4-a][1,4]benzodiazepine. The solvent is C(C)(=O)O (acetic acid). Yields the product ClC=1C=CC2=C(C(=NCC=3N2C(=NN3)CCl)C3=CC=CC=C3)C1 (8-Chloro-1-(chloromethyl)-6-phenyl-4H-s-triazolo[4,3-a][1,4]benzodiazepine). Reaction SMILES: [Cl:1][C:2]1[CH:3]=[CH:4][C:5]2[N:11]=[C:10]([NH:12][NH:13][C:14](=O)[CH2:15][Cl:16])[CH2:9][N:8]=[C:7]([C:18]3[CH:23]=[CH:22][CH:21]=[CH:20][CH:19]=3)[C:6]=2[CH:24]=1>C(O)(=O)C>[Cl:1][C:2]1[CH:3]=[CH:4][C:5]2[N:11]3[C:14]([CH2:15][Cl:16])=[N:13][N:12]=[C:10]3[CH2:9][N:8]=[C:7]([C:18]3[CH:23]=[CH:22][CH:21]=[CH:20][CH:19]=3)[C:6]=2[CH:24]=1. Procedure: A stirred mixture of chloroacetic acid, 2-(7-chloro-5-phenyl-3H-1,4-benzodiazepin-2-yl) hydrazide (23.7 g.) in acetic acid (280 ml.), under nitrogen was placed in an oil bath that had been preheated to 140° C. After 20 minutes the mixture was cooled and concentrated in vacuo. The residue was mixed with water, neutralized with sodium bicarbonate and extracted with chloroform. The extract was washed with brine, dried over anhydrous sodium sulfate and concentrated. Crystallization of the residue fr... Reactants: COC(C(C1=CC=C(C=C1)OCCOC1=CC=C2C=CC=NC2=C1)=O)=O (alpha-oxo-4-[[2-(7-quinolyloxy)ethyl]oxy]benzeneacetic acid methyl ester), [OH-].[Na+] (sodium hydroxide). The solvent is O (water), CO (methanol), O1CCCC1 (tetrahydrofuran). Product: O.O=C(C(=O)O)C1=CC=C(C=C1)OCCOC1=CC=C2C=CC=NC2=C1 (alpha-oxo-4-[[2-(7-quinolyloxy)ethyl]oxy]benzeneacetic acid monohydrate). Yield: 178.0%. RXN SMILES: C[O:2][C:3](=[O:26])[C:4](=[O:25])[C:5]1[CH:10]=[CH:9][C:8]([O:11][CH2:12][CH2:13][O:14][C:15]2[CH:24]=[C:23]3[C:18]([CH:19]=[CH:20][CH:21]=[N:22]3)=[CH:17][CH:16]=2)=[CH:7][CH:6]=1.[OH-].[Na+]>CO.O1CCCC1.O>[OH2:2].[O:25]=[C:4]([C:5]1[CH:10]=[CH:9][C:8]([O:11][CH2:12][CH2:13][O:14][C:15]2[CH:24]=[C:23]3[C:18]([CH:19]=[CH:20][CH:21]=[N:22]3)=[CH:17][CH:16]=2)=[CH:7][CH:6]=1)[C:3]([OH:26])=[O:2] |f:1.2,6.7|. Procedure: A mixture of alpha-oxo-4-[[2-(7-quinolyloxy)ethyl]oxy]benzeneacetic acid methyl ester (0.5 g) in hot methanol (5 mL) and tetrahydrofuran (5 mL) was treated with 1N sodium hydroxide (2.0 mL) and diluted with water. The organic solvent was removed under vacuum and the residue was dissolved in hot water. Cold 2N hydrochloric acid (1.0 mL) was added dropwise and the product was allowed to crystallize and was filtered, washed with water and dried to give 0.45 g of alpha-oxo-4-[[2-(7-quinolyloxy)ethyl...